Task: describe an organic reaction: reactants, conditions, products, and yield. Dataset: the Open Reaction Database (ORD), a public repository of structured organic reaction records The reactants are C1CCCCC1, CN1CCCC(O)C1, COC(=O)C(O)(c1ccccc1)c1ccccc1, [Na]. Product: CN1CCCC(OC(=O)C(O)(c2ccccc2)c2ccccc2)C1. Reaction SMILES: [CH2:28]1[CH2:29][CH2:30][CH2:31][CH2:32][CH2:33]1.[CH3:1][N:2]1[CH2:3][CH:4]([OH:8])[CH2:5][CH2:6][CH2:7]1.[CH3:9][O:10][C:11]([C:12]([c:13]1[cH:14][cH:15][cH:16][cH:17][cH:18]1)([c:19]1[cH:20][cH:21][cH:22][cH:23][cH:24]1)[OH:25])=[O:26].[Na:27]>>[CH3:1][N:2]1[CH2:3][CH:4]([O:8][C:11](=[O:10])[C:12]([c:13]2[cH:14][cH:15][cH:16][cH:17][cH:18]2)([c:19]2[cH:20][cH:21][cH:22][cH:23][cH:24]2)[OH:25])[CH2:5][CH2:6][CH2:7]1. The reactants are C(C)(C)(C)OC(NC1(CCC1)C1=CC=C(C=C1)C=1C(=CC2=C(OCC=3N2C(NN3)=O)N1)C1=CC=CC=C1)=O (tert-butyl(1-(4-(1-oxo-8-phenyl-2,4-dihydro-1H-pyrido[2,3-b][1,2,4]triazolo[4,3-d][1,4]oxazin-7-yl)phenyl)cyclobutyl)carbamate), C([O-])([O-])=O.[K+].[K+] (potassium carbonate), BrCC#N (bromoacetonitrile), O (Water). Run in CN(C)C=O (DMF). Conditions: time 1 hour. Yields the product C(C)(C)(C)OC(NC1(CCC1)C1=CC=C(C=C1)C=1C(=CC2=C(OCC=3N2C(N(N3)CC#N)=O)N1)C1=CC=CC=C1)=O (tert-butyl(1-(4-(2-(cyanomethyl)-1-oxo-8-phenyl-2,4-dihydro-1H-pyrido[2,3-b][1,2,4]triazolo[4,3-d][1,4]oxazin-7-yl)phenyl)cyclobutyl)carbamate). Yield: 58.4%. Reaction SMILES: [C:1]([O:5][C:6](=[O:38])[NH:7][C:8]1([C:12]2[CH:17]=[CH:16][C:15]([C:18]3[C:19]([C:32]4[CH:37]=[CH:36][CH:35]=[CH:34][CH:33]=4)=[CH:20][C:21]4[N:26]5[C:27](=[O:30])[NH:28][N:29]=[C:25]5[CH2:24][O:23][C:22]=4[N:31]=3)=[CH:14][CH:13]=2)[CH2:11][CH2:10][CH2:9]1)([CH3:4])([CH3:3])[CH3:2].C(=O)([O-])[O-].[K+].[K+].Br[CH2:46][C:47]#[N:48].O>CN(C=O)C>[C:1]([O:5][C:6](=[O:38])[NH:7][C:8]1([C:12]2[CH:13]=[CH:14][C:15]([C:18]3[C:19]([C:32]4[CH:37]=[CH:36][CH:35]=[CH:34][CH:33]=4)=[CH:20][C:21]4[N:26]5[C:27](=[O:30])[N:28]([CH2:46][C:47]#[N:48])[N:29]=[C:25]5[CH2:24][O:23][C:22]=4[N:31]=3)=[CH:16][CH:17]=2)[CH2:11][CH2:10][CH2:9]1)([CH3:4])([CH3:2])[CH3:3] |f:1.2.3|. Procedure details: To a solution of tert-butyl(1-(4-(1-oxo-8-phenyl-2,4-dihydro-1H-pyrido[2,3-b][1,2,4]triazolo[4,3-d][1,4]oxazin-7-yl)phenyl)cyclobutyl)carbamate (70 mg, 0.14 mmol) in dry DMF (1 ml) was added potassium carbonate (57 mg, 0.41 mmol) and bromoacetonitrile (29 μl, 0.41 mmol) under nitrogen. The resulting mixture was stirred for 1 hour at room temperature. Water was added and the mixture was extracted with EtOAc (3×10 ml). The combined organic phases were dried over Na2SO4 and concentrated to dryness ...